This data is from the Open Reaction Database (ORD), a public repository of structured organic reaction records. The task is: describe an organic reaction: reactants, conditions, products, and yield Starting materials: BrC1=CC2=C(CN(CCO2)C(=O)OC(C)(C)C)C=C1 (tert-butyl 8-bromo-2,3-dihydro-1,4-benzoxazepine-4(5H)-carboxylate), CNC(C)C (N-methyl-N-isopropylamine), CC(C)([O-])C.[Na+] (sodium tert-butoxide), O (water). The reagents and catalysts are C=1C=CC(=CC1)/C=C/C(=O)/C=C/C2=CC=CC=C2.C=1C=CC(=CC1)/C=C/C(=O)/C=C/C2=CC=CC=C2.C=1C=CC(=CC1)/C=C/C(=O)/C=C/C2=CC=CC=C2.[Pd].[Pd] (tris(dibenzylideneacetone)dipalladium(0)), CC(C)C1=CC(=C(C(=C1)C(C)C)C2=C(C=CC=C2)P(C3CCCCC3)C4CCCCC4)C(C)C (X-phos). Solvent: O1CCOCC1 (dioxane). The product is C(C)(C)N(C1=CC2=C(CN(CCO2)C(=O)OC(C)(C)C)C=C1)C (tert-butyl 8-[isopropyl(methyl)amino]-2,3-dihydro-1,4-benzoxazepine-4(5H)-carboxylate). The yield is 92.1%. As a reaction SMILES: Br[C:2]1[CH:19]=[CH:18][C:5]2[CH2:6][N:7]([C:11]([O:13][C:14]([CH3:17])([CH3:16])[CH3:15])=[O:12])[CH2:8][CH2:9][O:10][C:4]=2[CH:3]=1.[CH3:20][NH:21][CH:22]([CH3:24])[CH3:23].CC(C)([O-])C.[Na+].O>O1CCOCC1.C1C=CC(/C=C/C(/C=C/C2C=CC=CC=2)=O)=CC=1.C1C=CC(/C=C/C(/C=C/C2C=CC=CC=2)=O)=CC=1.C1C=CC(/C=C/C(/C=C/C2C=CC=CC=2)=O)=CC=1.[Pd].[Pd].CC(C1C=C(C(C)C)C(C2C=CC=CC=2P(C2CCCCC2)C2CCCCC2)=C(C(C)C)C=1)C>[CH:22]([N:21]([CH3:20])[C:2]1[CH:19]=[CH:18][C:5]2[CH2:6][N:7]([C:11]([O:13][C:14]([CH3:17])([CH3:16])[CH3:15])=[O:12])[CH2:8][CH2:9][O:10][C:4]=2[CH:3]=1)([CH3:24])[CH3:23] |f:2.3,6.7.8.9.10|. Reported procedure: A solution of tert-butyl 8-bromo-2,3-dihydro-1,4-benzoxazepine-4(5H)-carboxylate (300 mg, 0.915 mmol), N-methyl-N-isopropylamine (0.313 ml, 3.00 mmol), X-phos (26.1 mg, 0.0546 mmol), tris(dibenzylideneacetone)dipalladium(0) (16.6 mg, 0.00187 mmol) and sodium tert-butoxide (131 mg, 1.37 mmol) in dioxane (6 ml) was stirred under an argon atmosphere at 80° C. for 1.5 hr. The reaction mixture was poured into water, and the mixture was extracted with ethyl acetate. The extract was washed with water a...